Task: describe an organic reaction: reactants, conditions, products, and yield. Dataset: the Open Reaction Database (ORD), a public repository of structured organic reaction records Starting materials: BrC1=NC(=C(N=C1C)C1=C(C=C(C=C1)Cl)Cl)C (2-bromo-5-(2,4-dichlorophenyl)-3,6-dimethylpyrazine), ClC1=C(C=CC(=C1)Cl)C=1C(=[N+](C=C(N1)CC)[O-])CC (3-(2,4-dichlorophenyl)-2,5-diethylpyrazine 1-oxide). Yields the product BrC1=NC(=C(N=C1CC)C1=C(C=C(C=C1)Cl)Cl)CC (2-bromo-5-(2,4-dichlorophenyl)-3,6-diethylpyrazine). RXN SMILES: [Br:1]C1C(C)=NC(C2C=CC(Cl)=CC=2Cl)=C(C)N=1.[Cl:18][C:19]1[CH:24]=[C:23]([Cl:25])[CH:22]=[CH:21][C:20]=1[C:26]1[C:27]([CH2:35][CH3:36])=[N+:28]([O-])[CH:29]=[C:30]([CH2:32][CH3:33])[N:31]=1>>[Br:1][C:29]1[C:30]([CH2:32][CH3:33])=[N:31][C:26]([C:20]2[CH:21]=[CH:22][C:23]([Cl:25])=[CH:24][C:19]=2[Cl:18])=[C:27]([CH2:35][CH3:36])[N:28]=1. Procedure: Following the procedure of 2-bromo-5-(2,4-dichlorophenyl)-3,6-dimethylpyrazine but substituting 3-(2,4-dichlorophenyl)-2,5-diethylpyrazine 1-oxide and making non-critical variations provided the title compound as an oil: 1H NMR (CDCl3) δ 1.19 7.5, 1.33, 2.63, 3.02, 7.28, 7.39, 7.54; MS (ESI+) for C14H13Br1Cl2N2 m/z 361.1 (M+H)+. Reactants: C1(CCCCC1)C=1C=2C=CC(=CC2N2CCCN(C3=C(C21)C=CC=C3)C)C(=O)OC (methyl 14-cyclohexyl-5-methyl-5,6,7,8-tetrahydroindolo[1,2-e][1,5]benzodiazocine-11-carboxylate), B(Br)(Br)Br (BBr3). Solvent: C(Cl)Cl (DCM). Reaction conditions: time 20 minute. Product: C1(CCCCC1)C=1C=2C=CC(=CC2N2CCCN(C3=C(C21)C=CC=C3)C)C(=O)O (14-cyclohexyl-5-methyl-5,6,7,8-tetrahydroindolo[1,2-e][1,5]benzodiazocine-11-carboxylic Acid). The yield is 60.0%. As a reaction SMILES: [CH:1]1([C:7]2[C:8]3[CH:9]=[CH:10][C:11]([C:27]([O:29]C)=[O:28])=[CH:12][C:13]=3[N:14]3[C:21]=2[C:20]2[CH:22]=[CH:23][CH:24]=[CH:25][C:19]=2[N:18]([CH3:26])[CH2:17][CH2:16][CH2:15]3)[CH2:6][CH2:5][CH2:4][CH2:3][CH2:2]1.B(Br)(Br)Br>C(Cl)Cl>[CH:1]1([C:7]2[C:8]3[CH:9]=[CH:10][C:11]([C:27]([OH:29])=[O:28])=[CH:12][C:13]=3[N:14]3[C:21]=2[C:20]2[CH:22]=[CH:23][CH:24]=[CH:25][C:19]=2[N:18]([CH3:26])[CH2:17][CH2:16][CH2:15]3)[CH2:2][CH2:3][CH2:4][CH2:5][CH2:6]1. Procedure: To a solution of methyl 14-cyclohexyl-5-methyl-5,6,7,8-tetrahydroindolo[1,2-e][1,5]benzodiazocine-11-carboxylate in DCM (0.1 M), 5 eq of BBr3 (1 M sol. in DCM) were added. The solution was stirred at RT for 20 mins. The solvent was evaporated in vacuo. The crude was then purified by automated prep RP-HPLC (stationary phase: column Waters XTERRA prep. C18, 5 um, 19×100 mm. Mobile phase: MeCN/H2O buffered with 0.1% TFA). Fractions containing the pure compound were combined and freeze dried to affo... The reactants are [Ag+2], [Ag+], O=C([O-])[O-], OC1(COCc2ccccc2)OC(COCc2ccccc2)C(OCc2ccccc2)C1OCc1ccccc1, ClC1OC(COCc2ccccc2)C(OCc2ccccc2)C(OCc2ccccc2)C1OCc1ccccc1, [O-][Cl+3]([O-])([O-])[O-], c1ccccc1. The product is c1ccc(COCC2OC(OC3(COCc4ccccc4)OC(COCc4ccccc4)C(OCc4ccccc4)C3OCc3ccccc3)C(OCc3ccccc3)C(OCc3ccccc3)C2OCc2ccccc2)cc1. Reaction SMILES: [Ag+2:97].[Ag+:92].[C:93](=[O:94])([O-:95])[O-:96].[CH2:1]([c:2]1[cH:3][cH:4][cH:5][cH:6][cH:7]1)[O:8][CH2:9][C:10]1([OH:11])[CH:12]([O:13][CH2:14][c:15]2[cH:16][cH:17][cH:18][cH:19][cH:20]2)[CH:21]([O:22][CH2:23][c:24]2[cH:25][cH:26][cH:27][cH:28][cH:29]2)[CH:30]([CH2:32][O:33][CH2:34][c:35]2[cH:36][cH:37][cH:38][cH:39][cH:40]2)[O:31]1.[CH2:41]([c:42]1[cH:43][cH:44][cH:45][cH:46][cH:47]1)[O:48][CH:49]1[CH:50]([Cl:80])[O:51][CH:52]([CH2:71][O:72][CH2:73][c:74]2[cH:75][cH:76][cH:77][cH:78][cH:79]2)[CH:53]([O:63][CH2:64][c:65]2[cH:66][cH:67][cH:68][cH:69][cH:70]2)[CH:54]1[O:55][CH2:56][c:57]1[cH:58][cH:59][cH:60][cH:61][cH:62]1.[Cl+3:87]([O-:88])([O-:89])([O-:90])[O-:91].[cH:81]1[cH:82][cH:83][cH:84][cH:85][cH:86]1>>[CH2:1]([c:2]1[cH:3][cH:4][cH:5][cH:6][cH:7]1)[O:8][CH2:9][C:10]1([O:11][CH:50]2[CH:49]([O:48][CH2:41][c:42]3[cH:43][cH:44][cH:45][cH:46][cH:47]3)[CH:54]([O:55][CH2:56][c:57]3[cH:58][cH:59][cH:60][cH:61][cH:62]3)[CH:53]([O:63][CH2:64][c:65]3[cH:66][cH:67][cH:68][cH:69][cH:70]3)[CH:52]([CH2:71][O:72][CH2:73][c:74]3[cH:75][cH:76][cH:77][cH:78][cH:79]3)[O:51]2)[CH:12]([O:13][CH2:14][c:15]2[cH:16][cH:17][cH:18][cH:19][cH:20]2)[CH:21]([O:22][CH2:23][c:24]2[cH:25][cH:26][cH:27][cH:28][cH:29]2)[CH:30]([CH2:32][O:33][CH2:34][c:35]2[cH:36][cH:37][cH:38][cH:39][cH:40]2)[O:31]1. Starting materials: N#N.CN(C)NC1=C(C=C(C(=C1[N+](=O)[O-])Cl)C(F)(F)F)N (N2 (dimethylamino)-4-chloro-3-nitro-5-trifluoromethyl-1,2-phenylenediamine), [N+](=O)([O-])C=1C=C(C=C(C1NN)[N+](=O)[O-])C(F)(F)F (3,5-dinitro-4-hydrazinobenzotrifluoride). The reagents and catalysts are [Pd] (palladium). The solvent is C(C)O (ethanol). Product: NC1=C(C(=CC2=C1N(C(=N2)C)N(C)C)C(F)(F)F)Cl (7-Amino-6-chloro-1-(dimethylamino)-2-methyl-5-trifluoromethylbenzimidazole). As a reaction SMILES: N#N.[CH3:3][N:4]([NH:6][C:7]1[C:12]([N+:13]([O-])=O)=[C:11]([Cl:16])[C:10]([C:17]([F:20])([F:19])[F:18])=[CH:9][C:8]=1[NH2:21])[CH3:5].[N+]([C:25]1C=C(C(F)(F)F)C=C([N+]([O-])=O)[C:30]=1NN)([O-])=O>[Pd].C(O)C>[NH2:13][C:12]1[C:7]2[N:6]([N:4]([CH3:5])[CH3:3])[C:25]([CH3:30])=[N:21][C:8]=2[CH:9]=[C:10]([C:17]([F:20])([F:19])[F:18])[C:11]=1[Cl:16] |f:0.1|. Procedure: A solution of 5.2g. of N2 -(dimethylamino)-4-chloro-3-nitro-5-trifluoromethyl-1,2-phenylenediamine (prepared by hydrogenation of the corresponding 3,5-dinitro-4-hydrazinobenzotrifluoride in the presence of palladium catalyst) and 7.5g. of ethyl methylcarboximidate hydrochloride in 60 ml. of ethanol was refluxed for 26 hours. The resultant 7-nitrobenzimidazole was separated by fractionation on a silica gel column and then hydrogenated in the presence of platinum oxide catalyst in dimethoxyethane-... Reactants: C1CCC2(CC1)CCNCC2, CC(=O)OC(C)=O, C1CCOC1. Product: CC(=O)N1CCC2(CCCCC2)CC1. Reaction SMILES: [CH2:1]1[CH2:2][NH:3][CH2:4][CH2:5][C:6]12[CH2:7][CH2:8][CH2:9][CH2:10][CH2:11]2.[CH3:12][C:13](=[O:14])[O:15][C:16](=[O:17])[CH3:18].[O:19]1[CH2:20][CH2:21][CH2:22][CH2:23]1>>[CH2:1]1[CH2:2][N:3]([C:13]([CH3:12])=[O:14])[CH2:4][CH2:5][C:6]12[CH2:7][CH2:8][CH2:9][CH2:10][CH2:11]2. The reactants are O=C1N(C(C2=CC=CC=C12)=O)[C@@H]1B(OC2=C(C1)C=CC=C2C(=O)O)O ((R)-3-(1,3-dioxoisoindolin-2-yl)-2-hydroxy-3,4-dihydro-2H-benzo[e][1,2]oxaborinine-8-carboxylic acid), Cl (HCl), [OH-].[Na+] (NaOH). Solvent: CO (methanol), O (H2O). Run at time 3 hour. Product: C(=O)(O)C1=C(C(=O)N[C@@H]2B(OC3=C(C2)C=CC=C3C(=O)O)O)C=CC=C1 ((R)-3-(2-carboxybenzamido)-2-hydroxy-3,4-dihydro-2H-benzo[e][1,2]oxaborinine-8-carboxylic acid). RXN SMILES: [O:1]=[C:2]1[C:10]2[C:5](=[CH:6][CH:7]=[CH:8][CH:9]=2)[C:4](=[O:11])[N:3]1[C@H:12]1[CH2:17][C:16]2[CH:18]=[CH:19][CH:20]=[C:21]([C:22]([OH:24])=[O:23])[C:15]=2[O:14][B:13]1[OH:25].[OH-:26].[Na+].Cl>CO.O>[C:4]([C:5]1[CH:6]=[CH:7][CH:8]=[CH:9][C:10]=1[C:2]([NH:3][C@H:12]1[CH2:17][C:16]2[CH:18]=[CH:19][CH:20]=[C:21]([C:22]([OH:24])=[O:23])[C:15]=2[O:14][B:13]1[OH:25])=[O:1])([OH:26])=[O:11] |f:1.2|. Procedure details: To 20 mg of (R)-3-(1,3-dioxoisoindolin-2-yl)-2-hydroxy-3,4-dihydro-2H-benzo[e][1,2]oxaborinine-8-carboxylic acid in a mixture of methanol and H2O (2 mL, 1:1) was added 1 N NaOH (0.5 mL) and the resulting reaction mixture was stirred at room temperature for 3 hr. 1N HCl was added to adjust the pH of the solution to 3. The product was then purified by reverse phase HPLC and dried using lyophilization. ESI-MS m/z 356 (MH)+.